This data is from the Open Reaction Database (ORD), a public repository of structured organic reaction records. The task is: describe an organic reaction: reactants, conditions, products, and yield Starting materials: NC=1C(=NC=C(C(=O)OC)C1)N (Methyl 5,6-diaminonicotinate), BrC(C(C)=O)C (3-bromo-2-butanon). Run in C(C)#N (acetonitril). Yields the product NC=1C=2N(C=C(C1)C(=O)OC)C(=C(N2)C)C (methyl 8-amino-2,3-dimethylimidazo[1,2-a]pyridine-6-carboxylate). Yield: 59.1%. RXN SMILES: [NH2:1][C:2]1[C:3]([NH2:12])=[N:4][CH:5]=[C:6]([CH:11]=1)[C:7]([O:9][CH3:10])=[O:8].Br[CH:14]([CH3:18])[C:15](=O)[CH3:16]>C(#N)C>[NH2:1][C:2]1[C:3]2[N:4]([C:14]([CH3:18])=[C:15]([CH3:16])[N:12]=2)[CH:5]=[C:6]([C:7]([O:9][CH3:10])=[O:8])[CH:11]=1. Procedure details: Methyl 5,6-diaminonicotinate (0.9 g, 5.4 mmol) and 3-bromo-2-butanon (0.9 g, 6.0 mmol) were added to acetonitril (30 ml) and refluxed for 24 h. Upon cooling some of the product was filtered off as hydrobromide salt. 20 ml of the filtrate was evaporated under reduced pressure and diethyl ether was added. More product was filtrated off as hydrobromide salt. The salt was dissolved in methylene chloride and washed with a bicarbonate solution. The organic layer was separated, dried over Na2SO4 and ev... Reactants: FC=1C=C(C(=O)OCC)C=CC1 (ethyl 3-fluorobenzoate), CC1=CC=NC=C1 (4-methylpyridine), C[Si](C)(C)[N-][Si](C)(C)C.[Li+] (lithium bis(trimethylsilyl)amide). Run in CCCCCC (hexane), C1CCOC1 (THF). Conditions: time 8 hour. Product: FC=1C=C(C=CC1)C(CC1=CC=NC=C1)=O (1-(3-Fluorophenyl)-2-pyridin-4-ylethanone). The yield is 89.9%. Reaction SMILES: [F:1][C:2]1[CH:3]=[C:4]([CH:10]=[CH:11][CH:12]=1)[C:5]([O:7]CC)=O.[CH3:13][C:14]1[CH:19]=[CH:18][N:17]=[CH:16][CH:15]=1.C[Si]([N-][Si](C)(C)C)(C)C.[Li+]>C1COCC1.CCCCCC>[F:1][C:2]1[CH:3]=[C:4]([C:5](=[O:7])[CH2:13][C:14]2[CH:19]=[CH:18][N:17]=[CH:16][CH:15]=2)[CH:10]=[CH:11][CH:12]=1 |f:2.3|. Procedure: To a solution of ethyl 3-fluorobenzoate (2.0 g, 11.9 mmol) and 4-methylpyridine (1.1 mL, 1.0 g, 10.8 mmol) in THF (9 mL) at 0° C. under nitrogen atmosphere was added dropwise lithium bis(trimethylsilyl)amide (23.8 mL, 1.0M in hexane, 23.8 mmol) During the addition a precipitate was formed and the suspension was stirred at room temperature overnight. The reaction was diluted with hexane (40 mL) and filtered. The solid was partitioned between ethyl acetate and a saturated solution of ammonium chlo... Reactants: O=C1CCC(=O)N1Br, O=C(OOC(=O)c1ccccc1)c1ccccc1, CCOC(=O)C=C(C)C, c1ccccc1. Yields the product CCOC(=O)C=C(C)CBr. As a reaction SMILES: [Br:10][N:11]1[C:12](=[O:13])[CH2:14][CH2:15][C:16]1=[O:17].[C:18]([O:19][O:20][C:21](=[O:22])[c:23]1[cH:24][cH:25][cH:26][cH:27][cH:28]1)(=[O:29])[c:30]1[cH:31][cH:32][cH:33][cH:34][cH:35]1.[CH3:1][C:2](=[CH:3][C:4](=[O:5])[O:6][CH2:7][CH3:8])[CH3:9].[cH:36]1[cH:37][cH:38][cH:39][cH:40][cH:41]1>>[CH2:1]([C:2](=[CH:3][C:4](=[O:5])[O:6][CH2:7][CH3:8])[CH3:9])[Br:10].